From a dataset of the Open Reaction Database (ORD), a public repository of structured organic reaction records. describe an organic reaction: reactants, conditions, products, and yield Starting materials: COC1=C(CNC(OC(C)(C)C)=O)C=CC=C1 (t-butyl N-(2-methoxybenzyl)carbamate), BrN1C(CCC1=O)=O (N-bromosuccinimide). The solvent is C(C)#N (acetonitrile). Run at time 3 hour. Product: BrC=1C=CC(=C(CNC(OC(C)(C)C)=O)C1)OC (t-butyl N-(5-bromo-2-methoxybenzyl)carbamate). Yield: 86.6%. RXN SMILES: [CH3:1][O:2][C:3]1[CH:17]=[CH:16][CH:15]=[CH:14][C:4]=1[CH2:5][NH:6][C:7](=[O:13])[O:8][C:9]([CH3:12])([CH3:11])[CH3:10].[Br:18]N1C(=O)CCC1=O>C(#N)C>[Br:18][C:15]1[CH:16]=[CH:17][C:3]([O:2][CH3:1])=[C:4]([CH:14]=1)[CH2:5][NH:6][C:7](=[O:13])[O:8][C:9]([CH3:12])([CH3:10])[CH3:11]. Reported procedure: 6.04 g of t-butyl N-(2-methoxybenzyl)carbamate was dissolved in 50 ml of acetonitrile, and 4.6 g of N-bromosuccinimide was added. After stirring for 3 hours at room temperature, the solvent was evaporated. The residue was dissolved in ethyl acetate, and successively washed with water and saturated brine. The organic layer was dried over anhydrous magnesium sulfate, and the solvent was evaporated. The residue was washed with mixture solution of methyl t-butylmethyl ether and hexane, to give 6.97 ... Starting materials: CC(=O)c1ccc(-c2c(-c3ccc(Cl)cc3)ccn3c(=O)n(Cc4ccc(C(F)(F)F)nc4)nc23)cc1, C1CCOC1, Cl, NO, O. Yields the product CC(=NO)c1ccc(-c2c(-c3ccc(Cl)cc3)ccn3c(=O)n(Cc4ccc(C(F)(F)F)nc4)nc23)cc1. As a reaction SMILES: [C:1]([CH3:2])(=[O:3])[c:4]1[cH:5][cH:6][c:7](-[c:10]2[c:11]3[n:12]([cH:13][cH:14][c:15]2-[c:16]2[cH:17][cH:18][c:19]([Cl:22])[cH:20][cH:21]2)[c:23](=[O:37])[n:24]([CH2:26][c:27]2[cH:28][n:29][c:30]([C:33]([F:34])([F:35])[F:36])[cH:31][cH:32]2)[n:25]3)[cH:8][cH:9]1.[CH2:41]1[O:42][CH2:43][CH2:44][CH2:45]1.[ClH:38].[NH2:39][OH:40].[OH2:46]>>[C:1]([CH3:2])([c:4]1[cH:5][cH:6][c:7](-[c:10]2[c:11]3[n:12]([cH:13][cH:14][c:15]2-[c:16]2[cH:17][cH:18][c:19]([Cl:22])[cH:20][cH:21]2)[c:23](=[O:37])[n:24]([CH2:26][c:27]2[cH:28][n:29][c:30]([C:33]([F:34])([F:35])[F:36])[cH:31][cH:32]2)[n:25]3)[cH:8][cH:9]1)=[N:39][OH:40]. Starting materials: FC=1C(=NC2=CC=CC(=C2N1)C1=CC=2C(NCCC2N1)=O)C (2-(3-fluoro-2-methylquinoxalin-5-yl)-6,7-dihydro-1H-pyrrolo[3,2-c]pyridin-4(5H)-one), CO.C(Cl)Cl (MeOH DCM), N1CCC1 (azetidine). The solvent is CS(=O)C (DMSO). Run at temperature 60 celsius. Yields the product N1(CCC1)C=1C(=NC2=CC=CC(=C2N1)C1=CC=2C(NCCC2N1)=O)C (2-(3-(azetidin-1-yl)-2-methylquinoxalin-5-yl)-6,7-dihydro-1H-pyrrolo[3,2-c]pyridin-4(5H)-one). Yield: 44.4%. As a reaction SMILES: F[C:2]1[C:3]([CH3:22])=[N:4][C:5]2[C:10]([N:11]=1)=[C:9]([C:12]1[NH:20][C:19]3[CH2:18][CH2:17][NH:16][C:15](=[O:21])[C:14]=3[CH:13]=1)[CH:8]=[CH:7][CH:6]=2.[NH:23]1[CH2:26][CH2:25][CH2:24]1.CO.C(Cl)Cl>CS(C)=O>[N:23]1([C:2]2[C:3]([CH3:22])=[N:4][C:5]3[C:10]([N:11]=2)=[C:9]([C:12]2[NH:20][C:19]4[CH2:18][CH2:17][NH:16][C:15](=[O:21])[C:14]=4[CH:13]=2)[CH:8]=[CH:7][CH:6]=3)[CH2:26][CH2:25][CH2:24]1 |f:2.3|. Reported procedure: Prepared similar to that described in Example 131 using 2-(3-fluoro-2-methylquinoxalin-5-yl)-6,7-dihydro-1H-pyrrolo[3,2-c]pyridin-4(5H)-one (Example 126; 38.0 mg, 0.090 mmol) and azetidine (Aldrich; 0.018 mL, 0.269 mmol) in DMSO (0.8 mL), heating at 60° C. for 40 min. Chromatographic purification (silica gel, 0-100% EtOAc/hexanes, then 0-10% MeOH/DCM) furnished 2-(3-(azetidin-1-yl)-2-methylquinoxalin-5-yl)-6,7-dihydro-1H-pyrrolo[3,2-c]pyridin-4(5H)-one (13.3 mg, 0.040 mmol, 44% yield) as a yello... The reactants are CC1=CC=C(C=C1)N1C(=CC=C1)C#N (1-(4-methylphenyl)pyrrole-2-carbonitrile), [N+](=O)(O)[O-] (nitric acid), C([O-])(O)=O.[Na+] (sodium bicarbonate), ice water. Run in C(C)(=O)OC(C)=O (acetic anhydride). Reaction conditions: time 3 hour. Product: CC1=CC=C(C=C1)N1C(=CC(=C1)[N+](=O)[O-])C#N (1-(4-methylphenyl)-4-nitropyrrole-2-carbonitrile). RXN SMILES: [CH3:1][C:2]1[CH:7]=[CH:6][C:5]([N:8]2[CH:12]=[CH:11][CH:10]=[C:9]2[C:13]#[N:14])=[CH:4][CH:3]=1.[N+:15]([O-])([OH:17])=[O:16].C(=O)(O)[O-].[Na+]>C(OC(=O)C)(=O)C>[CH3:1][C:2]1[CH:7]=[CH:6][C:5]([N:8]2[CH:12]=[C:11]([N+:15]([O-:17])=[O:16])[CH:10]=[C:9]2[C:13]#[N:14])=[CH:4][CH:3]=1 |f:2.3|. Reported procedure: To a solution of 1-(4-methylphenyl)pyrrole-2-carbonitrile (1.0 g) in acetic anhydride (4 ml) was added nitric acid (231 μl, 94%) dropwise at 5° C. The mixture was stirred at the same temperature for 3 hours and then poured into ice water. The pH was adjusted to 5-7 by the addition of saturated aqueous sodium bicarbonate solution. The separated oil was extracted with ethyl acetate. The organic layer was washed with saturated aqueous sodium bicarbonate solution, water and brine, dried, and evapora... The reactants are 14(a), C1NCCN2[C@@H]1C1=C(CC3=C2C=CC=C3)C=CC=C1 ((14bR)-1,2,3,4,10,14b-hexahydrodibenzo[c,f]pyrazino[1,2-a]azepine), BrCCCCN1C(C=2C(C1=O)=CC=CC2)=O (N-(4-bromobutyl)phthalimide). The product is C1(C=2C(C(N1CCCCN1C[C@@H]3N(C4=C(CC5=C3C=CC=C5)C=CC=C4)CC1)=O)=CC=CC2)=O ((14bR)-2-(4-Phthalimidobutyl)-1,2,3,4,10,14b-hexahydrodibenzo[c,f]pyrazino[1,2-a]azepine). Reaction SMILES: [CH2:1]1[C@H:6]2[C:7]3[CH:19]=[CH:18][CH:17]=[CH:16][C:8]=3[CH2:9][C:10]3[CH:15]=[CH:14][CH:13]=[CH:12][C:11]=3[N:5]2[CH2:4][CH2:3][NH:2]1.Br[CH2:21][CH2:22][CH2:23][CH2:24][N:25]1[C:29](=[O:30])[C:28]2=[CH:31][CH:32]=[CH:33][CH:34]=[C:27]2[C:26]1=[O:35]>>[C:26]1(=[O:35])[N:25]([CH2:24][CH2:23][CH2:22][CH2:21][N:2]2[CH2:3][CH2:4][N:5]3[C:11]4[CH:12]=[CH:13][CH:14]=[CH:15][C:10]=4[CH2:9][C:8]4[CH:16]=[CH:17][CH:18]=[CH:19][C:7]=4[C@@H:6]3[CH2:1]2)[C:29](=[O:30])[C:28]2=[CH:31][CH:32]=[CH:33][CH:34]=[C:27]12. Procedure details: Following a procedure similar to that described in Preparation 14(a), but using (14bR)-1,2,3,4,10,14b-hexahydrodibenzo[c,f]pyrazino[1,2-a]azepine and N-(4-bromobutyl)phthalimide, the title compound was obtained in a quantitative yield. Reactants: CC(C)(C)OC(=O)NCCN(C(=O)C(C)(C)Br)C1CCCCC1, ClCCl, O=C(O)C(F)(F)F. Product: CC(C)(Br)C(=O)N(CCN)C1CCCCC1. RXN SMILES: [Br:1][C:2]([C:3](=[O:4])[N:5]([CH2:6][CH2:7][NH:8][C:9](=[O:10])[O:11][C:12]([CH3:13])([CH3:14])[CH3:15])[CH:16]1[CH2:17][CH2:18][CH2:19][CH2:20][CH2:21]1)([CH3:22])[CH3:23].[Cl:24][CH2:25][Cl:26].[F:27][C:28]([F:29])([F:30])[C:31]([OH:32])=[O:33]>>[Br:1][C:2]([C:3](=[O:4])[N:5]([CH2:6][CH2:7][NH2:8])[CH:16]1[CH2:17][CH2:18][CH2:19][CH2:20][CH2:21]1)([CH3:22])[CH3:23]. Reactants: CC=1C=C(C(=O)Cl)C=C(C1)C (3,5-dimethylbenzoyl chloride), COP1OC2=C(C3=C1C=CC=C3)C=CC=C2 (6-methoxy-(6H)-dibenz[c,e][1,2]oxaphosphorin). Reaction SMILES: [CH3:1][C:2]1[CH:3]=[C:4]([CH:8]=[C:9]([CH3:11])[CH:10]=1)[C:5](Cl)=[O:6].C[O:13][P:14]1[C:19]2[CH:20]=[CH:21][CH:22]=[CH:23][C:18]=2[C:17]2[CH:24]=[CH:25][CH:26]=[CH:27][C:16]=2[O:15]1>CC(C)=O>[CH3:1][C:2]1[CH:3]=[C:4]([CH:8]=[C:9]([CH3:11])[CH:10]=1)[C:5]([P:14]1(=[O:13])[C:19]2[CH:20]=[CH:21][CH:22]=[CH:23][C:18]=2[C:17]2[CH:24]=[CH:25][CH:26]=[CH:27][C:16]=2[O:15]1)=[O:6]. Product: CC=1C=C(C(=O)P2(OC3=C(C4=C2C=CC=C4)C=CC=C3)=O)C=C(C1)C (6-(3,5-Dimethylbenzoyl)-(6H)-dibenz[c,e][1,2]oxaphosphorin 6-oxide). Procedure details: 67.4 g (0.4 mol) of 3,5-dimethylbenzoyl chloride were warmed to 80° C. under a nitrogen atmosphere. 92 g (0.4 mol) of 6-methoxy-(6H)-dibenz[c,e][1,2]oxaphosphorin were added dropwise while stirring. The temperature during the addition was increased in steps to 115° C. When the reaction was complete, 50 ml of acetone were added at room temperature. After crystallization, 113 g (81% of theory) of the abovementioned compound of melting point 120° to 124° C. were obtained. Reaction conditions: temperature 115 celsius. Solvent: CC(=O)C (acetone). Starting materials: C#Cc1cncc(CN2CCCC2)c1, CCN(C(C)C)C(C)C, [Cu]I, N#N, CN(C)C=O, c1ccc(P(c2ccccc2)(c2ccccc2)[Pd](P(c2ccccc2)(c2ccccc2)c2ccccc2)(P(c2ccccc2)(c2ccccc2)c2ccccc2)P(c2ccccc2)(c2ccccc2)c2ccccc2)cc1, Cc1ccc(C(=O)Nc2cc(-n3ccnc3)cc(C(F)(F)F)c2)cc1I. Product: Cc1ccc(C(=O)Nc2cc(-n3ccnc3)cc(C(F)(F)F)c2)cc1C#Cc1cncc(CN2CCCC2)c1. Reaction SMILES: [C:1](#[CH:2])[c:3]1[cH:4][n:5][cH:6][c:7]([CH2:9][N:10]2[CH2:11][CH2:12][CH2:13][CH2:14]2)[cH:8]1.[CH:41]([N:42]([CH:43]([CH3:44])[CH3:45])[CH2:46][CH3:47])([CH3:48])[CH3:49].[Cu:134][I:135].[N:50]#[N:51].[O:52]=[CH:53][N:54]([CH3:55])[CH3:56].[cH:57]1[cH:58][cH:59][c:60]([P:61]([Pd:62]([P:63]([c:64]2[cH:65][cH:66][cH:67][cH:68][cH:69]2)([c:70]2[cH:71][cH:72][cH:73][cH:74][cH:75]2)[c:76]2[cH:77][cH:78][cH:79][cH:80][cH:81]2)([P:82]([c:83]2[cH:84][cH:85][cH:86][cH:87][cH:88]2)([c:89]2[cH:90][cH:91][cH:92][cH:93][cH:94]2)[c:95]2[cH:96][cH:97][cH:98][cH:99][cH:100]2)[P:101]([c:102]2[cH:103][cH:104][cH:105][cH:106][cH:107]2)([c:108]2[cH:109][cH:110][cH:111][cH:112][cH:113]2)[c:114]2[cH:115][cH:116][cH:117][cH:118][cH:119]2)([c:120]2[cH:121][cH:122][cH:123][cH:124][cH:125]2)[c:126]2[cH:127][cH:128][cH:129][cH:130][cH:131]2)[cH:132][cH:133]1.[n:15]1(-[c:20]2[cH:21][c:22]([NH:30][C:31]([c:32]3[cH:33][c:34]([I:39])[c:35]([CH3:38])[cH:36][cH:37]3)=[O:40])[cH:23][c:24]([C:26]([F:27])([F:28])[F:29])[cH:25]2)[cH:16][n:17][cH:18][cH:19]1>>[C:1](#[C:2][c:34]1[cH:33][c:32]([C:31]([NH:30][c:22]2[cH:21][c:20](-[n:15]3[cH:16][n:17][cH:18][cH:19]3)[cH:25][c:24]([C:26]([F:27])([F:28])[F:29])[cH:23]2)=[O:40])[cH:37][cH:36][c:35]1[CH3:38])[c:3]1[cH:4][n:5][cH:6][c:7]([CH2:9][N:10]2[CH2:11][CH2:12][CH2:13][CH2:14]2)[cH:8]1. The reactants are Cl.C1(CC1)COC1=C(C=C(C=C1)C)C=1C2=C(N=C(N1)C)C(=C(N2)C)C(=O)NC2CCNCC2 (4-[2-(cyclopropylmethoxy)-5-methylphenyl]-2,6-dimethyl-N-(piperidin-4-yl)-5H-pyrrolo[3,2-d]pyrimidine-7-carboxamide hydrochloride), C(C)(=O)OCC(=O)Cl (2-chloro-2-oxoethyl acetate). The product is C1(CC1)COC1=C(C=C(C=C1)C)C=1C2=C(N=C(N1)C)C(=C(N2)C)C(=O)NC2CCN(CC2)C(CO)=O (4-[2-(Cyclopropylmethoxy)-5-methylphenyl]-N-[1-(hydroxyacetyl)piperidin-4-yl]-2,6-dimethyl-5H-pyrrolo[3,2-d]pyrimidine-7-carboxamide). As a reaction SMILES: Cl.[CH:2]1([CH2:5][O:6][C:7]2[CH:12]=[CH:11][C:10]([CH3:13])=[CH:9][C:8]=2[C:14]2[C:15]3[NH:23][C:22]([CH3:24])=[C:21]([C:25]([NH:27][CH:28]4[CH2:33][CH2:32][NH:31][CH2:30][CH2:29]4)=[O:26])[C:16]=3[N:17]=[C:18]([CH3:20])[N:19]=2)[CH2:4][CH2:3]1.C([O:37][CH2:38][C:39](Cl)=[O:40])(=O)C>>[CH:2]1([CH2:5][O:6][C:7]2[CH:12]=[CH:11][C:10]([CH3:13])=[CH:9][C:8]=2[C:14]2[C:15]3[NH:23][C:22]([CH3:24])=[C:21]([C:25]([NH:27][CH:28]4[CH2:29][CH2:30][N:31]([C:38](=[O:37])[CH2:39][OH:40])[CH2:32][CH2:33]4)=[O:26])[C:16]=3[N:17]=[C:18]([CH3:20])[N:19]=2)[CH2:3][CH2:4]1 |f:0.1|. Procedure details: Starting from 4-[2-(cyclopropylmethoxy)-5-methylphenyl]-2,6-dimethyl-N-(piperidin-4-yl)-5H-pyrrolo[3,2-d]pyrimidine-7-carboxamide hydrochloride (example D.f57) and commercially available 2-chloro-2-oxoethyl acetate the title compound is obtained as colorless solid. The reactants are Cl (hydrochloric acid), BrC=1C=C2N=C(C=3N(C2=CC1Br)C=C(N3)C(=O)OCC)OCC (ethyl 7,8-dibromo-4-ethoxy-imidazo-[1,2-a]-quinoxaline-2-carboxylate), C(C)O (ethanol), [OH-].[Na+] (sodium hydroxide). Run in O (water). Yields the product BrC=1C=C2NC(C=3N(C2=CC1Br)C=C(N3)C(=O)O)=O (4,5-dihydro-7,8-dibromo-4-oxoimidazo-[1,2-a]-quinoxaline-2-carboxylic acid). Isolated yield 60.7%. RXN SMILES: [Br:1][C:2]1[CH:3]=[C:4]2[C:9](=[CH:10][C:11]=1[Br:12])[N:8]1[CH:13]=[C:14]([C:16]([O:18]CC)=[O:17])[N:15]=[C:7]1[C:6]([O:21]CC)=[N:5]2.C(O)C.[OH-].[Na+].Cl>O>[Br:1][C:2]1[CH:3]=[C:4]2[C:9](=[CH:10][C:11]=1[Br:12])[N:8]1[CH:13]=[C:14]([C:16]([OH:18])=[O:17])[N:15]=[C:7]1[C:6](=[O:21])[NH:5]2 |f:2.3|. Procedure details: A suspension of 0.1 g of the product of Step C, 10 ml of ethanol, 20 ml of water and 3 ml of 1 N sodium hydroxide solution was refluxed overnight and the resulting clear solution was acidified with concentrated hydrochloric acid. The mixture was filtered to obtain 0.053 g of 4,5-dihydro-7,8-dibromo-4-oxoimidazo-[1,2-a]-quinoxaline-2-carboxylic acid as a buff crystalline solid.